Dataset: the Open Reaction Database (ORD), a public repository of structured organic reaction records. Task: describe an organic reaction: reactants, conditions, products, and yield The reactants are ClC=1C(=C(C=CC1)CNC=1N=C(SC1C(=O)N)N1CCOCC1)C (4-{[(3-chloro-2-methylphenyl)methyl]amino}-2-(4-morpholinyl)-1,3-thiazole-5-carboxamide), CSCC(=O)Cl ((methylthio)acetyl chloride). Solvent: COCCOC (1,2-Dimethoxyethane), COCCOC (1,2-Dimethoxyethane). Reaction conditions: time 3 hour. Yields the product N1(CCOCC1)C=1SC2=C(NC=NC2=O)N1 (2-(4-morpholinyl)[1,3]thiazolo[4,5-d]pyrimidin-7(4H)-one). Reaction SMILES: ClC1C(C)=C([CH2:8][NH:9][C:10]2[N:11]=[C:12]([N:18]3[CH2:23][CH2:22][O:21][CH2:20][CH2:19]3)[S:13][C:14]=2[C:15]([NH2:17])=[O:16])C=CC=1.CSCC(Cl)=O>COCCOC>[N:18]1([C:12]2[S:13][C:14]3[C:15](=[O:16])[N:17]=[CH:8][NH:9][C:10]=3[N:11]=2)[CH2:23][CH2:22][O:21][CH2:20][CH2:19]1. Procedure details: To a solution of 4-{[(3-chloro-2-methylphenyl)methyl]amino}-2-(4-morpholinyl)-1,3-thiazole-5-carboxamide (100 mg, 0.273 mmol) in 1,2-Dimethoxyethane (DME) (1000 μl) was added (methylthio)acetyl chloride (67.9 mg, 0.545 mmol) in 1,2-Dimethoxyethane (DME) (400 μl). The mixture was stirred at room temperature for 3 h, then irradiated (uwave) at 90° C. for 15 min. After quenching with methanol, the mixture was concentrated and purified by reversed-phase HPLC to provide 4-[(3-chloro-2-methylphenyl)me... Starting materials: ClC1=CC=C(S1)C(=O)NCC=1C=NN(C1)C1=CC=C(C=C1)I (5-chloro-N-((1-(4-iodophenyl)-1H-pyrazol-4-yl)methyl)thiophene-2-carboxamide), CN1CCNCCC1 (1-methylhomopiperazine), C(CO)O (ethylene glycol), [O-]P(=O)([O-])[O-].[K+].[K+].[K+] (K3PO4). The reagents and catalysts are [Cu]I (CuI). The solvent is C(C)(C)O (isopropanol). Run at temperature 85 celsius. Product: ClC1=CC=C(S1)C(=O)NCC=1C=NN(C1)C1=CC=C(C=C1)N1CCN(CCC1)C (5-Chloro-N-((1-(4-(4-methyl-1,4-diazepan-1-yl)phenyl)-1H-pyrazol-4-yl)methyl)thiophene-2-carboxamide). Yield: 5.2%. As a reaction SMILES: [Cl:1][C:2]1[S:6][C:5]([C:7]([NH:9][CH2:10][C:11]2[CH:12]=[N:13][N:14]([C:16]3[CH:21]=[CH:20][C:19](I)=[CH:18][CH:17]=3)[CH:15]=2)=[O:8])=[CH:4][CH:3]=1.[CH3:23][N:24]1[CH2:30][CH2:29][CH2:28][NH:27][CH2:26][CH2:25]1.C(O)CO.[O-]P([O-])([O-])=O.[K+].[K+].[K+]>C(O)(C)C.[Cu]I>[Cl:1][C:2]1[S:6][C:5]([C:7]([NH:9][CH2:10][C:11]2[CH:12]=[N:13][N:14]([C:16]3[CH:21]=[CH:20][C:19]([N:27]4[CH2:28][CH2:29][CH2:30][N:24]([CH3:23])[CH2:25][CH2:26]4)=[CH:18][CH:17]=3)[CH:15]=2)=[O:8])=[CH:4][CH:3]=1 |f:3.4.5.6|. Procedure details: A mixture of 5-chloro-N-((1-(4-iodophenyl)-1H-pyrazol-4-yl)methyl)thiophene-2-carboxamide (100 mg, 0.225 mmol), 1-methylhomopiperazine (0.100 mL, 0.81 mmol), ethylene glycol (0.025 mL, 0.45 mmol) and K3PO4 (100 mg, 0.47 mmol) in isopropanol (1 mL) was degassed with Argon before being charged with CuI (20 mg, 0.11 mmol). The mixture in a sealed tube was heated at 85° C. overnight. It was then purified by HPLC to give the title compound (5 mg). MS 430.0 and 432.0 (M+H, Cl pattern). Starting materials: O=c1[nH]c2cc(F)c(Cl)c(F)c2[nH]c1=O, [K+], O=[N+]([O-])[O-], O=S(=O)(O)O. The product is O=c1[nH]c2c(F)c(Cl)c(F)c([N+](=O)[O-])c2[nH]c1=O. As a reaction SMILES: [Cl:1][c:2]1[c:3]([F:15])[c:4]2[nH:5][c:6](=[O:14])[c:7](=[O:13])[nH:8][c:9]2[cH:10][c:11]1[F:12].[K+:20].[N+:16](=[O:17])([O-:18])[O-:19].[S:21](=[O:22])(=[O:23])([OH:24])[OH:25]>>[Cl:1][c:2]1[c:3]([F:15])[c:4]2[nH:5][c:6](=[O:14])[c:7](=[O:13])[nH:8][c:9]2[c:10]([N+:16](=[O:17])[O-:18])[c:11]1[F:12]. The reactants are CCOC(=O)C(CC(C)C)C(=O)OCC, CCO, [Na+], [OH-]. RXN SMILES: [CH2:1]([CH3:2])[O:3][C:4](=[O:5])[CH:6]([C:7](=[O:8])[O:9][CH2:10][CH3:11])[CH2:12][CH:13]([CH3:14])[CH3:15].[CH3:18][CH2:19][OH:20].[Na+:17].[OH-:16]>>[CH2:1]([CH3:2])[O:3][C:4](=[O:5])[CH:6]([C:7](=[O:8])[OH:9])[CH2:12][CH:13]([CH3:14])[CH3:15]. The product is CCOC(=O)C(CC(C)C)C(=O)O. Starting materials: FC1=C(C=C(C(=C1)Cl)OC1CCCC1)N1C(C2=C(C1=O)CCCC2)=O (N-(2-Fluoro-4-chloro-5-cyclopentyloxyphenyl)-3,4,5,6-tetrahydrophthalimide), C(CC)N (propylamine). Run in C1=CC=CC=C1 (benzene). Conditions: time 6 hour. Product: FC1=C(C=C(C(=C1)Cl)OC1CCCC1)NC(C1=C(C(=O)NCCC)CCCC1)=O (N-(2-fluoro-4-chloro-5-cyclopentyloxyphenyl)-N'-propyl-3,4,5,6-tetrahydrophthalamide). Yield: 31.0%. Reaction SMILES: [F:1][C:2]1[CH:7]=[C:6]([Cl:8])[C:5]([O:9][CH:10]2[CH2:14][CH2:13][CH2:12][CH2:11]2)=[CH:4][C:3]=1[N:15]1[C:19](=[O:20])[C:18]2[CH2:21][CH2:22][CH2:23][CH2:24][C:17]=2[C:16]1=[O:25].[CH2:26]([NH2:29])[CH2:27][CH3:28]>C1C=CC=CC=1>[F:1][C:2]1[CH:7]=[C:6]([Cl:8])[C:5]([O:9][CH:10]2[CH2:11][CH2:12][CH2:13][CH2:14]2)=[CH:4][C:3]=1[NH:15][C:16](=[O:25])[C:17]1[CH2:24][CH2:23][CH2:22][CH2:21][C:18]=1[C:19]([NH:29][CH2:26][CH2:27][CH3:28])=[O:20]. Procedure details: N-(2-Fluoro-4-chloro-5-cyclopentyloxyphenyl)-3,4,5,6-tetrahydrophthalimide (1.00 g, 2.75 mmol), propylamine (0.190 g, 3.21 mmol) and benzene (25 ml) as a solvent were placed into a round bottom flask (50 cc) and stirred for 6 hours at room temperature. After completion of the reaction, the precipitated crystals were isolated by filtration. The crystals were washed with hexane and dried to obtain N-(2-fluoro-4-chloro-5-cyclopentyloxyphenyl)-N'-propyl-3,4,5,6-tetrahydrophthalamide as white crystal... The reactants are N1CCOCC1 (Morpholine), ClC1=C(C=C(C(=C1)Cl)OC)NC1=C2C(=NC=C1C#N)C=C(S2)C2=CSC(=C2)C=O (7-[(2,4-dichloro-5-methoxyphenyl)amino]-2-(5-formylthien-3-yl)thieno[3,2-b]pyridine-6-carbonitrile), C(C)(=O)O[BH-](OC(C)=O)OC(C)=O.[Na+] (sodium triacetoxyborohydride). Reagents/catalysts: C(C)(=O)O (acetic acid). Solvent: ClCCl (dichloromethane), CN(C=O)C (N,N-dimethylformamide). Reaction conditions: temperature 0 celsius, time 10 minute. Product: ClC1=C(C=C(C(=C1)Cl)OC)NC1=C2C(=NC=C1C#N)C=C(S2)C2=CSC(=C2)CN2CCOCC2 (7-[(2,4-dichloro-5-methoxyphenyl)amino]-2-[5-(morpholin-4-ylmethyl)thien-3-yl]thieno[3,2-b]pyridine-6-carbonitrile). The yield is 73.9%. RXN SMILES: [NH:1]1[CH2:6][CH2:5][O:4][CH2:3][CH2:2]1.[Cl:7][C:8]1[CH:13]=[C:12]([Cl:14])[C:11]([O:15][CH3:16])=[CH:10][C:9]=1[NH:17][C:18]1[C:23]([C:24]#[N:25])=[CH:22][N:21]=[C:20]2[CH:26]=[C:27]([C:29]3[CH:33]=[C:32]([CH:34]=O)[S:31][CH:30]=3)[S:28][C:19]=12.C(O[BH-](OC(=O)C)OC(=O)C)(=O)C.[Na+]>ClCCl.CN(C)C=O.C(O)(=O)C>[Cl:7][C:8]1[CH:13]=[C:12]([Cl:14])[C:11]([O:15][CH3:16])=[CH:10][C:9]=1[NH:17][C:18]1[C:23]([C:24]#[N:25])=[CH:22][N:21]=[C:20]2[CH:26]=[C:27]([C:29]3[CH:33]=[C:32]([CH2:34][N:1]4[CH2:6][CH2:5][O:4][CH2:3][CH2:2]4)[S:31][CH:30]=3)[S:28][C:19]=12 |f:2.3|. Reported procedure: Morpholine (50 μL, 0.57 mmol) is added to a suspension of 7-[(2,4-dichloro-5-methoxyphenyl)amino]-2-(5-formylthien-3-yl)thieno[3,2-b]pyridine-6-carbonitrile (200 mg, 0.43 mmol) in 4 mL of dichloromethane and 1 mL of N,N-dimethylformamide. The reaction mixture is cooled to 0° C. and sodium triacetoxyborohydride (460 mg, 2.17 mmol) is added. After stirring at 0° C. for 10 minutes, 2 drops of acetic acid are added and the reaction mixture is allowed to warm to room temperature and stirred for 4 hou... Starting materials: N1=CC=CC=C1 (pyridine), C(C(=O)Cl)(=O)Cl (oxalyl chloride), CC(C)(C)OC1=C(C(=O)O)C(=CC=C1)Cl (2-[(1,1-dimethylethyl)oxy]-6-chlorobenzoic acid). Solvent: C(C)#N (acetonitrile). Run at time 30 minute. Yields the product CC(C)(C)OC1=C(C(=O)Cl)C(=CC=C1)Cl (2-[(1,1-dimethylethyl)oxy]-6-chlorobenzoyl chloride). RXN SMILES: [CH3:1][C:2]([O:5][C:6]1[CH:14]=[CH:13][CH:12]=[C:11]([Cl:15])[C:7]=1[C:8](O)=[O:9])([CH3:4])[CH3:3].N1C=CC=CC=1.C(Cl)(=O)C([Cl:25])=O>C(#N)C>[CH3:1][C:2]([O:5][C:6]1[CH:14]=[CH:13][CH:12]=[C:11]([Cl:15])[C:7]=1[C:8]([Cl:25])=[O:9])([CH3:4])[CH3:3]. Reported procedure: 2-[(1,1-dimethylethyl)oxy]-6-chlorobenzoic acid (68.6 mg, 0.3 mmol) was weighed into a 1 dram septum-capped vial containing a micro stir bar under nitrogen. Dry acetonitrile (300 microliter), dry pyridine (24 microliter, 0.3 mmol) and oxalyl chloride (26 microliter, 0.3 mmol) were added in order to the vial using microliter syringes. The yellow homogeneous solution was stirred for 30 minutes to afford a solution of 2-[(1,1-dimethylethyl)oxy]-6-chlorobenzoyl chloride.